From a dataset of the Open Reaction Database (ORD), a public repository of structured organic reaction records. describe an organic reaction: reactants, conditions, products, and yield Reactants: ClCCl, Cn1ccc(N)n1, O=C(O)C(=NOC1CCCC1)c1ccc(Cl)c(Cl)c1, CCN(C(C)C)C(C)C, ClC(Cl)Cl. Yields the product Cn1ccc(NC(=O)C(=NOC2CCCC2)c2ccc(Cl)c(Cl)c2)n1. RXN SMILES: [CH2:36]([Cl:37])[Cl:38].[CH3:29][n:30]1[n:31][c:32]([NH2:35])[cH:33][cH:34]1.[CH:1]1([O:6][N:7]=[C:8]([C:9](=[O:10])[OH:11])[c:12]2[cH:13][c:14]([Cl:19])[c:15]([Cl:18])[cH:16][cH:17]2)[CH2:2][CH2:3][CH2:4][CH2:5]1.[CH:20]([N:21]([CH2:22][CH3:23])[CH:24]([CH3:25])[CH3:26])([CH3:27])[CH3:28].[CH:39]([Cl:40])([Cl:41])[Cl:42]>>[CH:1]1([O:6][N:7]=[C:8]([C:9](=[O:11])[NH:35][c:32]2[n:31][n:30]([CH3:29])[cH:34][cH:33]2)[c:12]2[cH:13][c:14]([Cl:19])[c:15]([Cl:18])[cH:16][cH:17]2)[CH2:2][CH2:3][CH2:4][CH2:5]1. The reactants are CC(C)OC(=O)/N=N/C(=O)OC(C)C (diisopropylazodicarboxylate), C(C1=CC=CC=C1)(=O)OC1=CC(=C(C(=C1)C)O)CC (3-ethyl-4-hydroxy-5-methylphenyl benzoate), FC(C1=CC=C(C(=O)NCCCO)C=C1)(F)F (3-(4-(trifluoromethyl)benzamido)propan-1-ol), C1(=CC=CC=C1)P(C1=CC=CC=C1)C1=CC=CC=C1 (triphenylphosphine). Run in O1CCCC1 (tetrahydrofuran), O1CCCC1 (tetrahydrofuran). The product is C(C1=CC=CC=C1)(=O)OC1=C(C=CC=C1)OCCCNC(C1=CC=C(C=C1)C(F)(F)F)=O (3-(4-(trifluromethyl)benzamido)propyloxyphenyl benzoate). Yield: 90.0%. As a reaction SMILES: [C:1]([O:9][C:10]1[CH:15]=[C:14](C)[C:13](O)=[C:12](CC)[CH:11]=1)(=[O:8])[C:2]1[CH:7]=[CH:6][CH:5]=[CH:4][CH:3]=1.[F:20][C:21]([F:36])([F:35])[C:22]1[CH:34]=[CH:33][C:25]([C:26]([NH:28][CH2:29][CH2:30][CH2:31][OH:32])=[O:27])=[CH:24][CH:23]=1.C1(P(C2C=CC=CC=2)C2C=CC=CC=2)C=CC=CC=1.CC(OC(/N=N/C(OC(C)C)=O)=O)C>O1CCCC1>[C:1]([O:9][C:10]1[CH:11]=[CH:12][CH:13]=[CH:14][C:15]=1[O:32][CH2:31][CH2:30][CH2:29][NH:28][C:26](=[O:27])[C:25]1[CH:33]=[CH:34][C:22]([C:21]([F:35])([F:36])[F:20])=[CH:23][CH:24]=1)(=[O:8])[C:2]1[CH:3]=[CH:4][CH:5]=[CH:6][CH:7]=1. Procedure details: To a mixture of 0.5 g of crude 3-ethyl-4-hydroxy-5-methylphenyl benzoate, 0.48 g of 3-(4-(trifluoromethyl)benzamido)propan-1-ol, 0.54 g of triphenylphosphine and 10 ml of tetrahydrofuran was added dropwise a solution of 0.41 g of diisopropylazodicarboxylate dissolved in 2 ml of tetrahydrofuran, while stirring at room temperature. After stirring at room temperature for 24 hours, the reaction mixture was concentrated under reduced pressure to give a residue. The residue was subjected to silica gel... Starting materials: ClC=1C=C(N)C=CC1F (3-Chloro-4-fluoroaniline), Cl (HCl), ClC1=NC=NC2=CC(=CC(=C12)F)F (4-chloro-5,7-difluoroquinazoline). The solvent is O1CCOCC1 (dioxane), CC(C)O (IPA). Run at temperature 80 celsius, time 17 hour. Yields the product ClC=1C=C(C=CC1F)NC1=NC=NC2=CC(=CC(=C12)F)F (N-(3-chloro-4-fluorophenyl)-5,7-difluoroquinazolin-4-amine). The yield is 71.4%. RXN SMILES: [Cl:1][C:2]1[CH:3]=[C:4]([CH:6]=[CH:7][C:8]=1[F:9])[NH2:5].Cl.Cl[C:12]1[C:21]2[C:16](=[CH:17][C:18]([F:23])=[CH:19][C:20]=2[F:22])[N:15]=[CH:14][N:13]=1>O1CCOCC1.CC(O)C>[Cl:1][C:2]1[CH:3]=[C:4]([NH:5][C:12]2[C:21]3[C:16](=[CH:17][C:18]([F:23])=[CH:19][C:20]=3[F:22])[N:15]=[CH:14][N:13]=2)[CH:6]=[CH:7][C:8]=1[F:9]. Reported procedure: 3-Chloro-4-fluoroaniline (12 g) and 1N HCl in dioxane (40 ml) were added sequentially, each in one portion, to a mixture of 4-chloro-5,7-difluoroquinazoline (16.5 g) in IPA (250 ml) and the mixture was stirred at 80° C. under a nitrogen atmosphere for 17 hours. The reaction mixture was cooled to 0° C. and the precipitated solid was filtered and dried to leave N-(3-chloro-4-fluorophenyl)-5,7-difluoroquinazolin-4-amine as a green solid (18.2 g, 71%); Mass spectrum MH+ 310. The reactants are ClCCl, [Na+], CC(=CC(=O)O)CCCCC(O)c1ccc2ccccc2c1, O=S([O-])O. Yields the product CC(=CC(=O)O)CCCCC(=O)c1ccc2ccccc2c1. Reaction SMILES: [Cl:28][CH2:29][Cl:30].[Na+:27].[OH:1][CH:2]([CH2:3][CH2:4][CH2:5][CH2:6][C:7](=[CH:8][C:9](=[O:10])[OH:11])[CH3:12])[c:13]1[cH:14][c:15]2[cH:16][cH:17][cH:18][cH:19][c:20]2[cH:21][cH:22]1.[S:23](=[O:24])([OH:25])[O-:26]>>[O:1]=[C:2]([CH2:3][CH2:4][CH2:5][CH2:6][C:7](=[CH:8][C:9](=[O:10])[OH:11])[CH3:12])[c:13]1[cH:14][c:15]2[cH:16][cH:17][cH:18][cH:19][c:20]2[cH:21][cH:22]1. The reactants are Cc1ccc(-c2ccc(S(C)(=O)=O)cc2)n1-c1ccc(Br)cc1, COCCOC, [Na+], O=C([O-])O, OB(O)c1ccsc1. Product: Cc1ccc(-c2ccc(S(C)(=O)=O)cc2)n1-c1ccc(-c2ccsc2)cc1. Reaction SMILES: [CH3:1][c:2]1[n:3](-[c:17]2[cH:18][cH:19][c:20]([Br:23])[cH:21][cH:22]2)[c:4](-[c:7]2[cH:8][cH:9][c:10]([S:13](=[O:14])(=[O:15])[CH3:16])[cH:11][cH:12]2)[cH:5][cH:6]1.[CH3:37][O:38][CH2:39][CH2:40][O:41][CH3:42].[Na+:36].[O-:32][C:33]([OH:34])=[O:35].[s:24]1[cH:25][c:26]([B:29]([OH:30])[OH:31])[cH:27][cH:28]1>>[CH3:1][c:2]1[n:3](-[c:17]2[cH:18][cH:19][c:20](-[c:26]3[cH:25][s:24][cH:28][cH:27]3)[cH:21][cH:22]2)[c:4](-[c:7]2[cH:8][cH:9][c:10]([S:13](=[O:14])(=[O:15])[CH3:16])[cH:11][cH:12]2)[cH:5][cH:6]1. Reactants: FC1=C(C=O)C=CC(=C1)F (2,4-difluorobenzaldehyde), COC1=CC=C(C=C1)O (4-methoxyphenol). Product: FC1=C(C=O)C=CC(=C1)OC1=CC=C(C=C1)OC (2-fluoro-4-(4-methoxy-phenoxy)-benzaldehyde). As a reaction SMILES: [F:1][C:2]1[CH:9]=[C:8](F)[CH:7]=[CH:6][C:3]=1[CH:4]=[O:5].[CH3:11][O:12][C:13]1[CH:18]=[CH:17][C:16]([OH:19])=[CH:15][CH:14]=1>>[F:1][C:2]1[CH:9]=[C:8]([O:19][C:16]2[CH:17]=[CH:18][C:13]([O:12][CH3:11])=[CH:14][CH:15]=2)[CH:7]=[CH:6][C:3]=1[CH:4]=[O:5]. Procedure: Analogously to Example (40a) 2,4-difluorobenzaldehyde and 4-methoxyphenol were used as starting material. Starting materials: CC1=C(CN=C=O)C=CC=C1 (2-methylbenzyl isocyanate), ClC1=CC(=C2C(=N1)NN=C2O)C (6-chloro-4-methyl-1H-pyrazolo[3,4-b]pyridin-3-ol). The solvent is C1CCOC1 (THF), CN(C)C=O (DMF). Conditions: time 2 hour. The product is CC1=C(CNC(=O)N2NC3=NC(=CC(=C3C2=O)C)Cl)C=CC=C1 (6-Chloro-4-methyl-3-oxo-1,3-dihydropyrazolo[3,4-b]pyridine-2-carboxylic acid 2-methylbenzylamide). RXN SMILES: [CH3:1][C:2]1[CH:11]=[CH:10][CH:9]=[CH:8][C:3]=1[CH2:4][N:5]=[C:6]=[O:7].[Cl:12][C:13]1[N:18]=[C:17]2[NH:19][N:20]=[C:21]([OH:22])[C:16]2=[C:15]([CH3:23])[CH:14]=1>C1COCC1.CN(C=O)C>[CH3:1][C:2]1[CH:11]=[CH:10][CH:9]=[CH:8][C:3]=1[CH2:4][NH:5][C:6]([N:20]1[C:21](=[O:22])[C:16]2[C:17](=[N:18][C:13]([Cl:12])=[CH:14][C:15]=2[CH3:23])[NH:19]1)=[O:7]. Procedure details: 136 μl (0.98 mmol) of 2-methylbenzyl isocyanate were added to 150 mg (0.82 mmol) of 6-chloro-4-methyl-1H-pyrazolo[3,4-b]pyridin-3-ol in 10 ml of THF and 2 ml of DMF at room temperature. The reaction mixture was stirred at room temperature for 2 h and left to stand overnight. Concentration was followed by purification by preparative HPLC (PR18, acetonitrile/water 0.1% TFA). Yield: 139 mg (51%), M+H+: 331.18.